From a dataset of the Open Reaction Database (ORD), a public repository of structured organic reaction records. describe an organic reaction: reactants, conditions, products, and yield Reactants: C(C)(C)N(C=1C(=NC2=CC=C(C=C2N1)C(=O)OC)C=1OC=C(C1)C1=CC=CC=C1)C (methyl 3-(isopropyl(methyl)amino)-2-(4-phenylfuran-2-yl)quinoxaline-6-carboxylate), [OH-].[Na+] (sodium hydroxide), O (water). Solvent: CO (MeOH). Reaction conditions: time 8 hour. Product: C(C)(C)N(C=1C(=NC2=CC=C(C=C2N1)C(=O)O)C=1OC=C(C1)C1=CC=CC=C1)C (3-(isopropyl(methyl)amino)-2-(4-phenylfuran-2-yl)quinoxaline-6-carboxylic acid). Isolated yield 65.3%. As a reaction SMILES: [CH:1]([N:4]([CH3:30])[C:5]1[C:6]([C:19]2[O:20][CH:21]=[C:22]([C:24]3[CH:29]=[CH:28][CH:27]=[CH:26][CH:25]=3)[CH:23]=2)=[N:7][C:8]2[C:13]([N:14]=1)=[CH:12][C:11]([C:15]([O:17]C)=[O:16])=[CH:10][CH:9]=2)([CH3:3])[CH3:2].[OH-].[Na+].O>CO>[CH:1]([N:4]([CH3:30])[C:5]1[C:6]([C:19]2[O:20][CH:21]=[C:22]([C:24]3[CH:29]=[CH:28][CH:27]=[CH:26][CH:25]=3)[CH:23]=2)=[N:7][C:8]2[C:13]([N:14]=1)=[CH:12][C:11]([C:15]([OH:17])=[O:16])=[CH:10][CH:9]=2)([CH3:3])[CH3:2] |f:1.2|. Reported procedure: To a solution of methyl 3-(isopropyl(methyl)amino)-2-(4-phenylfuran-2-yl)quinoxaline-6-carboxylate (70 mg, 0.17 mmol) in MeOH (20 mL) was added sodium hydroxide (28 mg, 0.70 mmol) and water (2 mL). The resulting solution was stirred overnight at room temperature and concentrated in vacuo. The residue was dissolved in water (3 mL) and adjusted to pH 6 with HCl (1N). The solids were collected by filtration to afford 3-(isopropyl(methyl)amino)-2-(4-phenylfuran-2-yl)quinoxaline-6-carboxylic acid (43... Starting materials: [N+](=O)([O-])C1=CC=C(COC(=O)SC2=NC(=CC(=N2)C)C)C=C1 (S-p-Nitrobenzyloxycarbonyl-4,6-dimethyl-2-mercaptopyrimidine), C(C)(C)(C)OC(=O)CCCC[C@H]1NC[C@@H](C1)O[Si](C)(C)C(C)(C)C ((2R,4R)-2-(4-t-butoxycarbonylbutyl)-4-t-butyldimethylsilyloxypyrrolidine). Solvent: O1CCCC1 (tetrahydrofuran), C(C)(=O)OCC (ethyl acetate). Run at time 2 hour. Yields the product [N+](=O)([O-])C1=CC=C(COC(=O)N2[C@@H](C[C@H](C2)O[Si](C)(C)C(C)(C)C)CCCCC(=O)OC(C)(C)C)C=C1 ((2R,4R)-1-p-nitrobenzyloxycarbonyl-2-(4-t-butoxycarbonylbutyl)-4-t-butyldimethylsilyloxypyrrolidine). Reaction SMILES: [N+:1]([C:4]1[CH:22]=[CH:21][C:7]([CH2:8][O:9][C:10](SC2N=C(C)C=C(C)N=2)=[O:11])=[CH:6][CH:5]=1)([O-:3])=[O:2].[C:23]([O:27][C:28]([CH2:30][CH2:31][CH2:32][CH2:33][C@@H:34]1[CH2:38][C@@H:37]([O:39][Si:40]([C:43]([CH3:46])([CH3:45])[CH3:44])([CH3:42])[CH3:41])[CH2:36][NH:35]1)=[O:29])([CH3:26])([CH3:25])[CH3:24]>O1CCCC1.C(OCC)(=O)C>[N+:1]([C:4]1[CH:5]=[CH:6][C:7]([CH2:8][O:9][C:10]([N:35]2[CH2:36][C@H:37]([O:39][Si:40]([C:43]([CH3:46])([CH3:45])[CH3:44])([CH3:42])[CH3:41])[CH2:38][C@H:34]2[CH2:33][CH2:32][CH2:31][CH2:30][C:28]([O:27][C:23]([CH3:26])([CH3:25])[CH3:24])=[O:29])=[O:11])=[CH:21][CH:22]=1)([O-:3])=[O:2]. Procedure: S-p-Nitrobenzyloxycarbonyl-4,6-dimethyl-2-mercaptopyrimidine (719 mg) was added to 770 mg of (2R,4R)-2-(4-t-butoxycarbonylbutyl)-4-t-butyldimethylsilyloxypyrrolidine in 7 ml of tetrahydrofuran and stirred at room temperature for 2 hours. The reaction mixture was diluted with ethyl acetate, washed successively with brine, dilute hydrochloric acid and brine, dried over anhydrous sodium sulfate and distilled to remove the solvent. The residue was purified by silica gel chromatography to obtain (2R,... Reactants: BrC1=C(C=C(S1)CO)C ((5-bromo-4-methylthiophen-2-yl)methanol), C(Br)(Br)(Br)Br (carbon tetrabromide), C1(=CC=CC=C1)P(C1=CC=CC=C1)C1=CC=CC=C1 (triphenylphosphine), resultant solution. Run in O1CCCC1 (tetrahydrofuran). Product: BrC=1SC(=CC1C)CBr (2-Bromo-5-(bromomethyl)-3-methylthiophene), crude product. Reaction SMILES: [Br:1][C:2]1[S:6][C:5]([CH2:7]O)=[CH:4][C:3]=1[CH3:9].C(Br)(Br)(Br)[Br:11].C1(P(C2C=CC=CC=2)C2C=CC=CC=2)C=CC=CC=1>O1CCCC1>[Br:1][C:2]1[S:6][C:5]([CH2:7][Br:11])=[CH:4][C:3]=1[CH3:9]. Procedure: To a tetrahydrofuran solution (1.0 mL) of (5-bromo-4-methylthiophen-2-yl)methanol (33.7 mg, 0.163 mmol) synthesized in Reference Synthesis Example 100, carbon tetrabromide (59.4 mg, 0.179 mmol) and triphenylphosphine (47.0 mg, 0.179 mmol) were added and the resultant solution was stirred at room temperature for 20 hours. After completion of the reaction, the reaction solution was filtered and the obtained filtrate was concentrated under reduced pressure to obtain the title compound as a crude pr... Starting materials: CC=1OC2=C(N1)C=CC=1CCC(C12)CCNC(CC)=O (Racemic N-[2-(2-methyl-7,8-dihydro-6H-indeno[5,4-d][1,3]oxazol-8-yl)ethyl]propionamide), CCCCCC.C(C)O.C(C)NCC (hexane ethanol diethylamine). Procedure: Racemic N-[2-(2-methyl-7,8-dihydro-6H-indeno[5,4-d][1,3]oxazol-8-yl)ethyl]propionamide (96 mg, 0.353 mmol) was fractionated by high performance liquid chromatography (instrument: Prep LC 2000 (manufactured by Nihon Waters K.K.), column: CHIRALPAK AS (50 mmID×500 mL, manufactured by Daicel Chemical Industries, Ltd.), mobile phase: hexane/ethanol/diethylamine=94/6/0.1, flow rate: 60 mL/min, column temperature: 30° C., sample concentration: 1.61 mg/mL, injection weight: 48 mg). A fraction containin... RXN SMILES: [CH3:1][C:2]1[O:3][C:4]2[C:13]3[CH:12]([CH2:14][CH2:15][NH:16][C:17](=[O:20])[CH2:18][CH3:19])[CH2:11][CH2:10][C:9]=3[CH:8]=[CH:7][C:5]=2[N:6]=1.CCCCCC.C(O)C.C(NCC)C>>[CH3:1][C:2]1[O:3][C:4]2[C:13]3[C@H:12]([CH2:14][CH2:15][NH:16][C:17](=[O:20])[CH2:18][CH3:19])[CH2:11][CH2:10][C:9]=3[CH:8]=[CH:7][C:5]=2[N:6]=1 |f:1.2.3|. Isolated yield 47.8%. The product is CC=1OC2=C(N1)C=CC=1CC[C@H](C12)CCNC(CC)=O ((S)—N-[2-(2-Methyl-7,8-dihydro-6H-indeno[5,4-d][1,3]oxazol-8-yl)ethyl]propionamide).